This data is from the Open Reaction Database (ORD), a public repository of structured organic reaction records. The task is: describe an organic reaction: reactants, conditions, products, and yield The reactants are CCCc1c(OCCOCCOCCOCCOc2c(C(C)=O)ccc(OCC(=O)OCC)c2CCC)ccc(C(C)=O)c1O, CO, [Na+], [OH-]. Product: CCCc1c(OCCOCCOCCOCCOc2c(C(C)=O)ccc(OCC(=O)O)c2CCC)ccc(C(C)=O)c1O. As a reaction SMILES: [CH2:1]([CH3:2])[O:3][C:4]([CH2:5][O:6][c:7]1[c:8]([CH2:42][CH2:43][CH3:44])[c:9]([O:16][CH2:17][CH2:18][O:19][CH2:20][CH2:21][O:22][CH2:23][CH2:24][O:25][CH2:26][CH2:27][O:28][c:29]2[c:30]([CH2:39][CH2:40][CH3:41])[c:31]([OH:38])[c:32]([C:35]([CH3:36])=[O:37])[cH:33][cH:34]2)[c:10]([C:13]([CH3:14])=[O:15])[cH:11][cH:12]1)=[O:45].[CH3:48][OH:49].[Na+:47].[OH-:46]>>[O:3]=[C:4]([CH2:5][O:6][c:7]1[c:8]([CH2:42][CH2:43][CH3:44])[c:9]([O:16][CH2:17][CH2:18][O:19][CH2:20][CH2:21][O:22][CH2:23][CH2:24][O:25][CH2:26][CH2:27][O:28][c:29]2[c:30]([CH2:39][CH2:40][CH3:41])[c:31]([OH:38])[c:32]([C:35]([CH3:36])=[O:37])[cH:33][cH:34]2)[c:10]([C:13]([CH3:14])=[O:15])[cH:11][cH:12]1)[OH:45]. Starting materials: C(C1=CC=CC=C1)OC1=CC=C(C=C1)CCC=CCCCCO (8-(4-Benzyloxyphenyl)-5-octenol), C1(=CC=C(C=C1)S(=O)(=O)Cl)C (p-toluenesulfonyl chloride), ice water. Run in N1=CC=CC=C1 (pyridine). Conditions: temperature -10 celsius, time 1 hour. The product is C1(=CC=C(C=C1)S(=O)(=O)OCCCCC=CCCC1=CC=C(C=C1)OCC1=CC=CC=C1)C (8-(4-Benzyloxyphenyl)-5-octenyl p-toluenesulfonate). Reaction SMILES: [CH2:1]([O:8][C:9]1[CH:14]=[CH:13][C:12]([CH2:15][CH2:16][CH:17]=[CH:18][CH2:19][CH2:20][CH2:21][CH2:22][OH:23])=[CH:11][CH:10]=1)[C:2]1[CH:7]=[CH:6][CH:5]=[CH:4][CH:3]=1.[C:24]1([CH3:34])[CH:29]=[CH:28][C:27]([S:30](Cl)(=[O:32])=[O:31])=[CH:26][CH:25]=1>N1C=CC=CC=1>[C:24]1([CH3:34])[CH:29]=[CH:28][C:27]([S:30]([O:23][CH2:22][CH2:21][CH2:20][CH2:19][CH:18]=[CH:17][CH2:16][CH2:15][C:12]2[CH:11]=[CH:10][C:9]([O:8][CH2:1][C:2]3[CH:3]=[CH:4][CH:5]=[CH:6][CH:7]=3)=[CH:14][CH:13]=2)(=[O:32])=[O:31])=[CH:26][CH:25]=1. Reported procedure: 8-(4-Benzyloxyphenyl)-5-octenol (24 g.) was added in portions over a 15 minute period to a solution of 19.5 g. of p-toluenesulfonyl chloride in 600 ml. of dry pyridine at -10° C. The reaction mixture was stirred for one hour at -10° C., then poured into ice-water and stirred for 20 minutes. The mixture was extracted with chloroform, and the latter washed with aqueous hydrochloric acid, aqueous sodium hydroxide, dried and concentrated. The resulting 8-(4-benzyloxyphenyl)-5-octenyl p-toluenesulfon... As a reaction SMILES: [NH2:1][CH:2]([C:5]1[C:6](=[O:16])[NH:7][C:8]([CH:11]2[CH2:15][CH2:14][CH2:13][CH2:12]2)=[N:9][N:10]=1)[CH2:3][CH3:4].[CH:17]1([C:20](Cl)=[O:21])[CH2:19][CH2:18]1>>[CH:11]1([C:8]2[NH:7][C:6](=[O:16])[C:5]([CH:2]([NH:1][C:20]([CH:17]3[CH2:19][CH2:18]3)=[O:21])[CH2:3][CH3:4])=[N:10][N:9]=2)[CH2:15][CH2:14][CH2:13][CH2:12]1. Procedure: In analogy to the procedure for Example 36A, 150 mg (0.67 mmol) 6-(1-aminopropyl)-3-cyclopentyl-1,2,4-triazin-5(4H)-one, 80 mg (0.74 mmol) cyclopropylcarbonyl chloride and proportionate amounts of the other reagents are used. The crude product is used in the next step without further purification. Reactants: NC(CC)C=1C(NC(=NN1)C1CCCC1)=O (6-(1-aminopropyl)-3-cyclopentyl-1,2,4-triazin-5(4H)-one), C1(CC1)C(=O)Cl (cyclopropylcarbonyl chloride). Product: C1(CCCC1)C1=NN=C(C(N1)=O)C(CC)NC(=O)C1CC1 (N-[1-(3-Cyclopentyl-5-oxo-4,5-dihydro-1,2,4-triazin-6-yl)propyl]cyclopropanecarboxamide). Reactants: CSc1cc(CC(=O)O)ccc1NC(=O)Nc1ccccc1C, CO, O=C(OO)c1cccc(Cl)c1. Product: Cc1ccccc1NC(=O)Nc1ccc(CC(=O)O)cc1S(C)=O. As a reaction SMILES: [CH3:1][S:2][c:3]1[cH:4][c:5]([CH2:20][C:21](=[O:22])[OH:23])[cH:6][cH:7][c:8]1[NH:9][C:10](=[O:11])[NH:12][c:13]1[c:14]([CH3:19])[cH:15][cH:16][cH:17][cH:18]1.[CH3:35][OH:36].[OH:24][O:25][C:26]([c:27]1[cH:28][c:29]([Cl:30])[cH:31][cH:32][cH:33]1)=[O:34]>>[CH3:1][S:2]([c:3]1[cH:4][c:5]([CH2:20][C:21](=[O:22])[OH:23])[cH:6][cH:7][c:8]1[NH:9][C:10](=[O:11])[NH:12][c:13]1[c:14]([CH3:19])[cH:15][cH:16][cH:17][cH:18]1)=[O:24].